Dataset: the Open Reaction Database (ORD), a public repository of structured organic reaction records. Task: describe an organic reaction: reactants, conditions, products, and yield Yields the product N1(CCC1)CCC=1NC(=CN1)C=1C=C(C(=O)OC)C=CC1C (Methyl 3-(2-(2-(azetidin-1-yl)ethyl)-1H-imidazol-5-yl)-4-methylbenzoate). Reaction SMILES: ClCCC1NC(C2C=C(C=CC=2C)C([N:15]2[CH2:20][CH2:19][CH:18](C3C=CC(C#N)=CC=3)CC2)=O)=C(C)N=1.O[CH2:34][CH2:35][C:36]1[NH:37][C:38]([C:41]2[CH:42]=[C:43]([CH:48]=[CH:49][C:50]=2[CH3:51])[C:44]([O:46][CH3:47])=[O:45])=[CH:39][N:40]=1.OCCC1NC(C2C=C(C=CC=2C)C(N2CCC(C3C=CC(C#N)=CC=3)CC2)=O)=C(C)N=1.N1CCC1>>[N:15]1([CH2:34][CH2:35][C:36]2[NH:37][C:38]([C:41]3[CH:42]=[C:43]([CH:48]=[CH:49][C:50]=3[CH3:51])[C:44]([O:46][CH3:47])=[O:45])=[CH:39][N:40]=2)[CH2:18][CH2:19][CH2:20]1. The reactants are ClCCC=1NC(=C(N1)C)C=1C=C(C(=O)N2CCC(CC2)C2=CC=C(C#N)C=C2)C=CC1C (4-(1-(3-(2-(2-chloroethyl)-4-methyl-1H-imidazol-5-yl)-4-methylbenzoyl)piperidin-4-yl)benzonitrile), OCCC=1NC(=CN1)C=1C=C(C(=O)OC)C=CC1C (methyl 3-(2-(2-hydroxyethyl)-1H-imidazol-5-yl)-4-methylbenzoate), OCCC=1NC(=CN1)C=1C=C(C(=O)OC)C=CC1C (methyl 3-(2-(2-hydroxyethyl)-1H-imidazol-5-yl)-4-methylbenzoate), OCCC=1NC(=C(N1)C)C=1C=C(C(=O)N2CCC(CC2)C2=CC=C(C#N)C=C2)C=CC1C (4-(1-(3-(2-(2-hydroxyethyl)-4-methyl-1H-imidazol-5-yl)-4-methylbenzoyl)piperidin-4-yl)benzonitrile), N1CCC1 (azetidine). Procedure: The title compound was prepared using standard chemical manipulations and procedures similar to those used for the preparation of compounds 24.1 and 24, except methyl 3-(2-(2-hydroxyethyl)-1H-imidazol-5-yl)-4-methylbenzoate (compound 157.1) was used in place of 4-(1-(3-(2-(2-hydroxyethyl)-4-methyl-1H-imidazol-5-yl)-4-methylbenzoyl)piperidin-4-yl)benzonitrile (compound 23) and azetidine was used in place of dimethylamine. The reactants are N1C[C@@H](CC1)O ((R)-3-pyrrolidinol), ClC1=C(C(=C(C(=N1)SCC=1C=C(C=CC1)C(=O)NC)C#N)C1=CC=C(C=C1)OCCO)C#N (3-[({6-chloro-3,5-dicyano-4-[4-(2-hydroxyethoxy)phenyl]pyridin-2-yl}sulfanyl)methyl]-N-methylbenzenecarboxamide), O (Water). Solvent: O1CCCC1 (tetrahydrofuran). Reaction conditions: time 30 minute. Product: C(#N)C=1C(=NC(=C(C1C1=CC=C(C=C1)OCCO)C#N)N1C[C@@H](CC1)O)SCC=1C=C(C=CC1)C(=O)NC (3-[({3,5-Dicyano-4-[4-(2-hydroxyethoxy)phenyl]-6-[(3R)-3-hydroxypyrrolidin-1-yl]pyridin-2-yl}-sulfanyl)methyl]-N-methylbenzenecarboxamide). RXN SMILES: Cl[C:2]1[N:7]=[C:6]([S:8][CH2:9][C:10]2[CH:11]=[C:12]([C:16]([NH:18][CH3:19])=[O:17])[CH:13]=[CH:14][CH:15]=2)[C:5]([C:20]#[N:21])=[C:4]([C:22]2[CH:27]=[CH:26][C:25]([O:28][CH2:29][CH2:30][OH:31])=[CH:24][CH:23]=2)[C:3]=1[C:32]#[N:33].[NH:34]1[CH2:38][CH2:37][C@@H:36]([OH:39])[CH2:35]1.O>O1CCCC1>[C:20]([C:5]1[C:6]([S:8][CH2:9][C:10]2[CH:11]=[C:12]([C:16]([NH:18][CH3:19])=[O:17])[CH:13]=[CH:14][CH:15]=2)=[N:7][C:2]([N:34]2[CH2:38][CH2:37][C@@H:36]([OH:39])[CH2:35]2)=[C:3]([C:32]#[N:33])[C:4]=1[C:22]1[CH:27]=[CH:26][C:25]([O:28][CH2:29][CH2:30][OH:31])=[CH:24][CH:23]=1)#[N:21]. Procedure: 73 mg (0.15 mmol) of 3-[({6-chloro-3,5-dicyano-4-[4-(2-hydroxyethoxy)phenyl]pyridin-2-yl}sulfanyl)methyl]-N-methylbenzenecarboxamide Example 84A were initially charged in 1.5 ml of tetrahydrofuran. After addition of 26.6 mg (0.31 mmol) of (R)-3-pyrrolidinol, the mixture was stirred at RT for 30 min. Water was added to the reaction mixture until a clear solution had formed. The solution was purified by preparative HPLC (Chromasil, water/acetonitrile+0.1% trifluoroacetic acid). Reactants: N#Cc1ccccc1-c1oc2ccc(CBr)cc2c1Br, C1CCOC1, CN. The product is CNCc1ccc2oc(-c3ccccc3C#N)c(Br)c2c1. As a reaction SMILES: [Br:1][c:2]1[c:3](-[c:13]2[c:14]([C:19]#[N:20])[cH:15][cH:16][cH:17][cH:18]2)[o:4][c:5]2[c:6]1[cH:7][c:8]([CH2:11][Br:12])[cH:9][cH:10]2.[CH2:23]1[O:24][CH2:25][CH2:26][CH2:27]1.[CH3:21][NH2:22]>>[Br:1][c:2]1[c:3](-[c:13]2[c:14]([C:19]#[N:20])[cH:15][cH:16][cH:17][cH:18]2)[o:4][c:5]2[c:6]1[cH:7][c:8]([CH2:11][NH:22][CH3:21])[cH:9][cH:10]2.